Dataset: the Open Reaction Database (ORD), a public repository of structured organic reaction records. Task: describe an organic reaction: reactants, conditions, products, and yield The reactants are C(=O)([O-])[O-].[K+].[K+] (K2CO3), FC1=CC=C(C=C1)C1=C(N(C(N1)=S)C)C1=CC(=NC=C1)NC(C)=O (N-{4-[5-(4-fluorophenyl)-3-methyl-2-thioxo-2H-imidazol-4-yl]pyridin-2-yl}acetamide), BrCCC(=O)OCC (Ethyl 3-bromopropionate). Run in CC(=O)C (acetone). Conditions: time 24 hour. Yields the product C(C)(=O)NC1=NC=CC(=C1)C1=C(N=C(N1C)SCCC(=O)OCC)C1=CC=C(C=C1)F (Ethyl 3-[5-(2-acetylaminopyridin-4-yl)-4-(4-fluorophenyl)-1-methyl-1H-imidazol-2-ylsulfanyl]propionate). As a reaction SMILES: C([O-])([O-])=O.[K+].[K+].[F:7][C:8]1[CH:13]=[CH:12][C:11]([C:14]2[NH:18][C:17](=[S:19])[N:16]([CH3:20])[C:15]=2[C:21]2[CH:26]=[CH:25][N:24]=[C:23]([NH:27][C:28](=[O:30])[CH3:29])[CH:22]=2)=[CH:10][CH:9]=1.Br[CH2:32][CH2:33][C:34]([O:36][CH2:37][CH3:38])=[O:35]>CC(C)=O>[C:28]([NH:27][C:23]1[CH:22]=[C:21]([C:15]2[N:16]([CH3:20])[C:17]([S:19][CH2:32][CH2:33][C:34]([O:36][CH2:37][CH3:38])=[O:35])=[N:18][C:14]=2[C:11]2[CH:12]=[CH:13][C:8]([F:7])=[CH:9][CH:10]=2)[CH:26]=[CH:25][N:24]=1)(=[O:30])[CH3:29] |f:0.1.2|. Procedure details: K2CO3 (3.1 mmol/0.34 g) is added to undissolved N-{4-[5-(4-fluorophenyl)-3-methyl-2-thioxo-2H-imidazol-4-yl]pyridin-2-yl}acetamide (2.23 mmol/0.8 g), and the mixture is then suspended in 100 ml of absolute acetone. Ethyl 3-bromopropionate (2.3 mmol/0.422 g) are then added, and the mixture is stirred at room temperature for 24 h. The mixture is then heated under reflux for 3 h, the precipitate is filtered off and the filtrate is concentrated under reduced pressure using a rotary evaporator. The o... Starting materials: C1(=CC=CC=C1)OC(NC1=C(C(=NS1)OCC1=C(C(=C(C=C1F)C)F)F)C(N)=O)=O ([4-carbamoyl-3-(2,3,6-trifluoro-4-methyl-benzyloxy)-isothiazol-5-yl]-carbamic acid phenyl ester), N1(CCCC1)CCCCN (4-pyrrolidin-1-yl-butylamine). Yields the product N1(CCCC1)CCCCNC(NC1=C(C(=NS1)OCC1=C(C(=C(C=C1F)C)F)F)C(=O)N)=O (5-[3-(4-Pyrrolidin-1-yl-butyl)-ureido]-3-(2,3,6-trifluoro-4-methyl-benzyloxy)-isothiazole-4-carboxylic Acid Amide). Reaction SMILES: C1(O[C:8](=[O:30])[NH:9][C:10]2[S:14][N:13]=[C:12]([O:15][CH2:16][C:17]3[C:22]([F:23])=[CH:21][C:20]([CH3:24])=[C:19]([F:25])[C:18]=3[F:26])[C:11]=2[C:27](=[O:29])[NH2:28])C=CC=CC=1.[N:31]1([CH2:36][CH2:37][CH2:38][CH2:39][NH2:40])[CH2:35][CH2:34][CH2:33][CH2:32]1>>[N:31]1([CH2:36][CH2:37][CH2:38][CH2:39][NH:40][C:8](=[O:30])[NH:9][C:10]2[S:14][N:13]=[C:12]([O:15][CH2:16][C:17]3[C:22]([F:23])=[CH:21][C:20]([CH3:24])=[C:19]([F:25])[C:18]=3[F:26])[C:11]=2[C:27]([NH2:28])=[O:29])[CH2:35][CH2:34][CH2:33][CH2:32]1. Procedure details: The title compound was prepared from [4-carbamoyl-3-(2,3,6-trifluoro-4-methyl-benzyloxy)-isothiazol-5-yl]-carbamic acid phenyl ester and 4-pyrrolidin-1-yl-butylamine by the procedure analogous to Example 1. MS (APCl, m/z): 486 [M+H]+.